Dataset: the Open Reaction Database (ORD), a public repository of structured organic reaction records. Task: describe an organic reaction: reactants, conditions, products, and yield The product is O=C(CN1CCC(c2ccccc2)(c2ccccc2)C1=O)Nc1ccc(Cl)cn1. The reactants are CN1CCOCC1, O=C(Cl)C(=O)Cl, Nc1ccc(Cl)cn1, ClCCl, O=C(O)CN1CCC(c2ccccc2)(c2ccccc2)C1=O. Reaction SMILES: [CH3:37][N:38]1[CH2:39][CH2:40][O:41][CH2:42][CH2:43]1.[Cl:23][C:24]([C:25]([Cl:26])=[O:27])=[O:28].[Cl:29][c:30]1[cH:31][cH:32][c:33]([NH2:36])[n:34][cH:35]1.[Cl:44][CH2:45][Cl:46].[O:1]=[C:2]1[N:3]([CH2:19][C:20](=[O:21])[OH:22])[CH2:4][CH2:5][C:6]1([c:7]1[cH:8][cH:9][cH:10][cH:11][cH:12]1)[c:13]1[cH:14][cH:15][cH:16][cH:17][cH:18]1>>[O:1]=[C:2]1[N:3]([CH2:19][C:20](=[O:22])[NH:36][c:33]2[cH:32][cH:31][c:30]([Cl:29])[cH:35][n:34]2)[CH2:4][CH2:5][C:6]1([c:7]1[cH:8][cH:9][cH:10][cH:11][cH:12]1)[c:13]1[cH:14][cH:15][cH:16][cH:17][cH:18]1. The reactants are ClC1=C2C(=C(N=N1)C=1SC=CC1)SC=C2 (4-chloro-7-(2-thienyl)thieno[2,3-d]pyridazine), C1(=CC=CC=C1)[C@@H](C)N ((R)-1-phenylethylamine), [OH-].[K+] (KOH). Solvent: CN1C(CCC1)=O (N-methylpyrrolidone). Conditions: temperature 150 celsius, time 10 hour. The product is C1(=CC=CC=C1)[C@@H](C)NC1=C2C(=C(N=N1)C=1SC=CC1)SC=C2 ((R)-4-(1-phenylethylamino)-7-(2-thienyl)-thieno[2,3-d]pyridazine). Yield: 65.2%. Reaction SMILES: Cl[C:2]1[N:7]=[N:6][C:5]([C:8]2[S:9][CH:10]=[CH:11][CH:12]=2)=[C:4]2[S:13][CH:14]=[CH:15][C:3]=12.[C:16]1([C@H:22]([NH2:24])[CH3:23])[CH:21]=[CH:20][CH:19]=[CH:18][CH:17]=1.[OH-].[K+]>CN1CCCC1=O>[C:16]1([C@H:22]([NH:24][C:2]2[N:7]=[N:6][C:5]([C:8]3[S:9][CH:10]=[CH:11][CH:12]=3)=[C:4]3[S:13][CH:14]=[CH:15][C:3]=23)[CH3:23])[CH:21]=[CH:20][CH:19]=[CH:18][CH:17]=1 |f:2.3|. Procedure details: 0.31 g of 4-chloro-7-(2-thienyl)thieno[2,3-d]pyridazine and 0.48 g of (R)-1-phenylethylamine was dissolved in 2 ml of N-methylpyrrolidone, and the solution was stirred at 150° C. for 10 hours. After cooling the solution, an aqueous 5% KOH solution was added thereto, and the solution was extracted with chloroform and dried. The solvent was distilled off, and the residue was purified by silica gel chromatography to obtain 0.27 g of (R)-4-(1-phenylethylamino)-7-(2-thienyl)-thieno[2,3-d]pyridazine. Reactants: FB(F)F, O=C([O-])O, OC1(c2cc(Cc3cc4cc(F)ccc4s3)cc3ccccc23)OC(COCc2ccccc2)C(OCc2ccccc2)C(OCc2ccccc2)C1OCc1ccccc1, CC[SiH](CC)CC, ClCCl, CCOCC, [Na+]. Product: Fc1ccc2sc(Cc3cc(C4OC(COCc5ccccc5)C(OCc5ccccc5)C(OCc5ccccc5)C4OCc4ccccc4)c4ccccc4c3)cc2c1. As a reaction SMILES: [B:13]([F:14])([F:15])[F:16].[C:78](=[O:79])([O-:80])[OH:81].[CH2:17]([c:18]1[cH:19][cH:20][cH:21][cH:22][cH:23]1)[O:24][CH:25]1[C:26]([OH:56])([c:57]2[cH:58][c:59]([CH2:67][c:68]3[cH:69][c:70]4[c:71]([s:72]3)[cH:73][cH:74][c:75]([F:77])[cH:76]4)[cH:60][c:61]3[cH:62][cH:63][cH:64][cH:65][c:66]23)[O:27][CH:28]([CH2:47][O:48][CH2:49][c:50]2[cH:51][cH:52][cH:53][cH:54][cH:55]2)[CH:29]([O:39][CH2:40][c:41]2[cH:42][cH:43][cH:44][cH:45][cH:46]2)[CH:30]1[O:31][CH2:32][c:33]1[cH:34][cH:35][cH:36][cH:37][cH:38]1.[CH2:1]([SiH:2]([CH2:3][CH3:4])[CH2:5][CH3:6])[CH3:7].[CH2:83]([Cl:84])[Cl:85].[CH2:8]([O:9][CH2:10][CH3:11])[CH3:12].[Na+:82]>>[CH2:17]([c:18]1[cH:19][cH:20][cH:21][cH:22][cH:23]1)[O:24][CH:25]1[CH:26]([c:57]2[cH:58][c:59]([CH2:67][c:68]3[cH:69][c:70]4[c:71]([s:72]3)[cH:73][cH:74][c:75]([F:77])[cH:76]4)[cH:60][c:61]3[cH:62][cH:63][cH:64][cH:65][c:66]23)[O:27][CH:28]([CH2:47][O:48][CH2:49][c:50]2[cH:51][cH:52][cH:53][cH:54][cH:55]2)[CH:29]([O:39][CH2:40][c:41]2[cH:42][cH:43][cH:44][cH:45][cH:46]2)[CH:30]1[O:31][CH2:32][c:33]1[cH:34][cH:35][cH:36][cH:37][cH:38]1. Reactants: NC(C(O)C1=CC=C(C=C1)OC1=CC=CC=C1)CC1=CC(=CC=C1)OC(C(F)F)(F)F ((1RS,2SR)-2-amino-1-(4-phenoxyphenyl)-3-[3-(1,1,2,2-tetrafluoroethoxy)phenyl]propan-1-ol), FC1=CC=C(C2=CC=CC=C12)C(=O)O (4-fluoronaphthalenecarboxylic acid), Cl.C(C)N=C=NCCCN(C)C (1-ethyl-3-(3-dimethylaminopropyl)carbodiimide hydrochloride), O.ON1N=NC2=C1C=CC=C2 (1-hydroxybenzotriazole hydrate). Solvent: O (water), C(C)#N (acetonitrile). Run at time 8 hour. The product is FC1=CC=C(C2=CC=CC=C12)C(=O)NC(C(C1=CC=C(C=C1)OC1=CC=CC=C1)O)CC1=CC(=CC=C1)OC(C(F)F)(F)F (4-fluoro-N-{(1RS,2SR)-2-hydroxy-2-(4-phenoxyphenyl)-1-[3-(1,1,2,2-tetrafluoroethoxy)benzyl]ethyl}-1-naphthamide). Reaction SMILES: [NH2:1][CH:2]([CH2:18][C:19]1[CH:24]=[CH:23][CH:22]=[C:21]([O:25][C:26]([F:31])([F:30])[CH:27]([F:29])[F:28])[CH:20]=1)[CH:3]([C:5]1[CH:10]=[CH:9][C:8]([O:11][C:12]2[CH:17]=[CH:16][CH:15]=[CH:14][CH:13]=2)=[CH:7][CH:6]=1)[OH:4].[F:32][C:33]1[C:42]2[C:37](=[CH:38][CH:39]=[CH:40][CH:41]=2)[C:36]([C:43](O)=[O:44])=[CH:35][CH:34]=1.Cl.C(N=C=NCCCN(C)C)C.O.ON1C2C=CC=CC=2N=N1>C(#N)C.O>[F:32][C:33]1[C:42]2[C:37](=[CH:38][CH:39]=[CH:40][CH:41]=2)[C:36]([C:43]([NH:1][CH:2]([CH2:18][C:19]2[CH:24]=[CH:23][CH:22]=[C:21]([O:25][C:26]([F:30])([F:31])[CH:27]([F:28])[F:29])[CH:20]=2)[CH:3]([OH:4])[C:5]2[CH:6]=[CH:7][C:8]([O:11][C:12]3[CH:13]=[CH:14][CH:15]=[CH:16][CH:17]=3)=[CH:9][CH:10]=2)=[O:44])=[CH:35][CH:34]=1 |f:2.3,4.5|. Procedure details: To a solution of (1RS,2SR)-2-amino-1-(4-phenoxyphenyl)-3-[3-(1,1,2,2-tetrafluoroethoxy)phenyl]propan-1-ol (300 mg, 0.69 mmol) in acetonitrile (20 ml) were added 4-fluoronaphthalenecarboxylic acid (131 mg, 0.69 mmol), 1-ethyl-3-(3-dimethylaminopropyl)carbodiimide hydrochloride (198 mg, 1.03 mmol) and 1-hydroxybenzotriazole hydrate (105 mg, 0.69 mmol), and the mixture was stirred overnight at room temperature. The reaction solution was diluted-with water (100 ml) and extracted with ethyl acetate (... Starting materials: CN(C)C=O (DMF), [N+](=O)([O-])C1=CC2=NC(C(N=C2C2=C1N=CC=C2)=O)=O (6-nitro-pyridoquinoxalinedione), Cl.C(C)N(CC(=O)O)CC (N,N-diethylglycine hydrochloride), C(=O)(N1C=NC=C1)N1C=NC=C1 (carbonyldiimidazole). The solvent is C1CCOC1 (THF), C(C)N(CC)CC (triethylamine). Run at temperature 80 celsius. Yields the product C(C)N(CC)CC(=O)N1CC=2C=3NC(C(NC3C=C(C2CC1)[N+](=O)[O-])=O)=O (9-Diethylaminoacetyl-6-nitro-1,4,7,8,9,10-hexahydro-pyrido[3,4-f]quinoxaline-2,3-dione). Yield: 72.9%. RXN SMILES: Cl.[CH2:2]([N:4]([CH2:9][CH3:10])[CH2:5][C:6]([OH:8])=O)[CH3:3].C(N1C=CN=C1)(N1C=CN=C1)=O.CN(C=O)C.[N+:28]([C:31]1[C:40]2[N:41]=[CH:42][CH:43]=[CH:44][C:39]=2[C:38]2[C:33](=[N:34][C:35](=[O:46])[C:36](=[O:45])[N:37]=2)[CH:32]=1)([O-:30])=[O:29]>C1COCC1.C(N(CC)CC)C>[CH2:9]([N:4]([CH2:5][C:6]([N:41]1[CH2:42][CH2:43][C:44]2[C:31]([N+:28]([O-:30])=[O:29])=[CH:32][C:33]3[NH:34][C:35](=[O:46])[C:36](=[O:45])[NH:37][C:38]=3[C:39]=2[CH2:40]1)=[O:8])[CH2:2][CH3:3])[CH3:10] |f:0.1|. Procedure: A mixture of N,N-diethylglycine hydrochloride (96 mg, 0.57 mmol) and carbonyldiimidazole (92 mg, 0.57 mmol) in THF (5 mL) were refluxed under a nitrogen atmosphere for 15 min. With the bath temperature at 70° C., DMF (7 mL) and 6-nitro-pyridoquinoxalinedione (0.1 g, 0.38 mmol) were added, and finally triethylamine (265 μL) was added and the reaction heated for 14 h at 80° C. The solvent was removed and the residue triturated with water, collected by filtration and washed with diethyl ether. An o... The reactants are CN1C(OC2=C1C=CC(=C2)C(=O)Cl)=O (3-methyl-2-oxo-2,3-dihydro-benzooxazole-6-carbonyl chloride), C(=O)(O)[O-].[Na+] (NaHCO3), BrC1=CC(=C(C=C1)CBr)Cl (4-bromo-1-bromomethyl-2-chloro-benzene). The reagents and catalysts are C=1C=CC(=CC1)[P](C=2C=CC=CC2)(C=3C=CC=CC3)[Pd]([P](C=4C=CC=CC4)(C=5C=CC=CC5)C=6C=CC=CC6)([P](C=7C=CC=CC7)(C=8C=CC=CC8)C=9C=CC=CC9)[P](C=1C=CC=CC1)(C=1C=CC=CC1)C=1C=CC=CC1 (tetrakis(triphenylphosphine)palladium(0)), [Zn] (zinc). Solvent: COCCOC (1,2-dimethoxyethane), COCCOC (1,2-dimethoxyethane), COCCOC (1,2-dimethoxyethane). Conditions: temperature 0 celsius, time 10 minute. Yields the product BrC1=CC(=C(C=C1)CC(=O)C1=CC2=C(N(C(O2)=O)C)C=C1)Cl (6-[2-(4-Bromo-2-chloro-phenyl)-acetyl]-3-methyl-3H-benzooxazol-2-one), solid. The yield is 38.0%. RXN SMILES: [CH3:1][N:2]1[C:6]2[CH:7]=[CH:8][C:9]([C:11](Cl)=[O:12])=[CH:10][C:5]=2[O:4][C:3]1=[O:14].[Br:15][C:16]1[CH:21]=[CH:20][C:19]([CH2:22]Br)=[C:18]([Cl:24])[CH:17]=1.C([O-])(O)=O.[Na+]>COCCOC.[Zn].C1C=CC([P]([Pd]([P](C2C=CC=CC=2)(C2C=CC=CC=2)C2C=CC=CC=2)([P](C2C=CC=CC=2)(C2C=CC=CC=2)C2C=CC=CC=2)[P](C2C=CC=CC=2)(C2C=CC=CC=2)C2C=CC=CC=2)(C2C=CC=CC=2)C2C=CC=CC=2)=CC=1>[Br:15][C:16]1[CH:21]=[CH:20][C:19]([CH2:22][C:11]([C:9]2[CH:8]=[CH:7][C:6]3[N:2]([CH3:1])[C:3](=[O:14])[O:4][C:5]=3[CH:10]=2)=[O:12])=[C:18]([Cl:24])[CH:17]=1 |f:2.3,^1:40,42,61,80|. Procedure: To a suspension of 3-methyl-2-oxo-2,3-dihydro-benzooxazole-6-carboxylic acid (1.0 g, [CAS Reg. No. 140934-94-7]) in CH2Cl2 (14 mL) were added two drops of DMF and oxalylchloride (0.71 mL). The mixture was stirred at room temperature for 1 hour and was then concentrated to dryness. 1,2-Dimethoxyethane (20 mL) was added and the solvent was evaporated again to give the crude acid chloride (3-methyl-2-oxo-2,3-dihydro-benzooxazole-6-carbonyl chloride). To a suspension of zinc powder (677 mg) in 1,2-d...